Dataset: the Open Reaction Database (ORD), a public repository of structured organic reaction records. Task: describe an organic reaction: reactants, conditions, products, and yield Reactants: C(C)(C)(C)OC(=O)N([C@@H](C(C)C)C(=O)N[C@@H](C(C)C)C(=O)N(C)[C@H]([C@@H](CC(=O)N1[C@@H](CCC1)[C@@H]([C@H](C(=O)N[C@H](C(=O)OCC12CC3CC(CC(C1)C3)C2)CC2=CC=CC=C2)C)OC)OC)[C@H](CC)C)C (N-(tert-butoxycarbonyl)-N-methyl-L-valyl-N-[(3R,4S,5S)-1-{(2S)-2-[(1R,2R)-3-{[(2S)-1-(adamantan-1-ylmethoxy)-1-oxo-3-phenylpropan-2-yl]amino}-1-methoxy-2-methyl-3-oxopropyl]pyrrolidin-1-yl}-3-methoxy-5-methyl-1-oxoheptan-4-yl]-N-methyl-L-valinamide), C(=O)(C(F)(F)F)O (TFA). The solvent is ClCCl (dichloromethane). Reaction conditions: time 30 minute. Yields the product FC(C(=O)O)(F)F.CN[C@@H](C(C)C)C(=O)N[C@@H](C(C)C)C(=O)N(C)[C@H]([C@@H](CC(=O)N1[C@@H](CCC1)[C@@H]([C@H](C(=O)N[C@H](C(=O)OCC12CC3CC(CC(C1)C3)C2)CC2=CC=CC=C2)C)OC)OC)[C@H](CC)C (N-methyl-L-valyl-N-[(3R,4S,5S)-1-{(2S)-2-[(1R,2R)-3-{[(2S)-1-(adamantan-1-ylmethoxy)-1-oxo-3-phenylpropan-2-yl]amino}-1-methoxy-2-methyl-3-oxopropyl]pyrrolidin-1-yl}-3-methoxy-5-methyl-1-oxoheptan-4-yl]-N-methyl-L-valinamide trifluoroacetate). Reaction SMILES: C(O[C:6]([N:8](C)[C@H:9]([C:13]([NH:15][C@H:16]([C:20]([N:22]([C@@H:24]([C@@H:66]([CH3:69])[CH2:67][CH3:68])[C@H:25]([O:64][CH3:65])[CH2:26][C:27]([N:29]1[CH2:33][CH2:32][CH2:31][C@H:30]1[C@H:34]([O:62][CH3:63])[C@@H:35]([CH3:61])[C:36]([NH:38][C@@H:39]([CH2:54][C:55]1[CH:60]=[CH:59][CH:58]=[CH:57][CH:56]=1)[C:40]([O:42][CH2:43][C:44]12[CH2:53][CH:48]3[CH2:49][CH:50]([CH2:52][CH:46]([CH2:47]3)[CH2:45]1)[CH2:51]2)=[O:41])=[O:37])=[O:28])[CH3:23])=[O:21])[CH:17]([CH3:19])[CH3:18])=[O:14])[CH:10]([CH3:12])[CH3:11])=O)(C)(C)C.[C:71]([OH:77])([C:73]([F:76])([F:75])[F:74])=[O:72]>ClCCl>[F:74][C:73]([F:76])([F:75])[C:71]([OH:77])=[O:72].[CH3:6][NH:8][C@H:9]([C:13]([NH:15][C@H:16]([C:20]([N:22]([C@@H:24]([C@@H:66]([CH3:69])[CH2:67][CH3:68])[C@H:25]([O:64][CH3:65])[CH2:26][C:27]([N:29]1[CH2:33][CH2:32][CH2:31][C@H:30]1[C@H:34]([O:62][CH3:63])[C@@H:35]([CH3:61])[C:36]([NH:38][C@@H:39]([CH2:54][C:55]1[CH:56]=[CH:57][CH:58]=[CH:59][CH:60]=1)[C:40]([O:42][CH2:43][C:44]12[CH2:45][CH:46]3[CH2:52][CH:50]([CH2:49][CH:48]([CH2:47]3)[CH2:53]1)[CH2:51]2)=[O:41])=[O:37])=[O:28])[CH3:23])=[O:21])[CH:17]([CH3:18])[CH3:19])=[O:14])[CH:10]([CH3:12])[CH3:11] |f:3.4|. Procedure details: 27.5 mg (28 μmol) of N-(tert-butoxycarbonyl)-N-methyl-L-valyl-N-[(3R,4S,5S)-1-{(2S)-2-[(1R,2R)-3-{[(2S)-1-(adamantan-1-ylmethoxy)-1-oxo-3-phenylpropan-2-yl]amino}-1-methoxy-2-methyl-3-oxopropyl]pyrrolidin-1-yl}-3-methoxy-5-methyl-1-oxoheptan-4-yl]-N-methyl-L-valinamide were dissolved in 1.8 ml of dichloromethane, and 361 μl of TFA were added. The reaction mixture was stirred for 30 min and then concentrated. The residue was taken up in water and lyophilized. 22.7 mg (81% of theory) of the title ... The reactants are [Na] (sodium), Cl.C(CCCC)(=N)N (valeramidine hydrochloride), ClC1=CC=C(C=C1)N=C=S (4-chlorophenyl isothiocyanate). The solvent is CC(=O)C (acetone), CC(=O)C (acetone). Reaction conditions: time 18 hour. Yields the product ClC1=CC=C(C=C1)NC(=S)NC(CCCC)=N (1-(4-Chlorophenyl)-3-(pentanimidoyl)-2thiourea). As a reaction SMILES: [Na].Cl.[C:3]([NH2:9])(=[NH:8])[CH2:4][CH2:5][CH2:6][CH3:7].[Cl:10][C:11]1[CH:16]=[CH:15][C:14]([N:17]=[C:18]=[S:19])=[CH:13][CH:12]=1>CC(C)=O>[Cl:10][C:11]1[CH:16]=[CH:15][C:14]([NH:17][C:18]([NH:8][C:3](=[NH:9])[CH2:4][CH2:5][CH2:6][CH3:7])=[S:19])=[CH:13][CH:12]=1 |f:1.2,^1:0|. Reported procedure: A stirred mixture, prepared by reacting 4.6 g. sodium with 300 ml. dry acetone at room temperature was cooled to 5°C. and 27.3 g. valeramidine hydrochloride was added in one portion. After 20 minutes there was added dropwise during thirty minutes, a solution of 33.8 g. 4-chlorophenyl isothiocyanate in 200 ml. dry acetone while the temperature was maintained at 5° to 10°C. The mixture was stirred for 18 hours at room temperature, filtered and the filtrate was evaporated to dryness under reduced p... Reactants: NC=1N(N=CN1)C1=NC2=C(N1)C=CC=C2 (3-amino-2-(1H-benzimidazol-2-yl)-1,2,4-triazole), CC=1C=C(C(CBr)=O)C=CC1C (3,4-dimethyl phenacyl bromide), C([O-])([O-])=O.[K+].[K+] (potassium carbonate). The solvent is O (water). Reaction conditions: time 16 hour. Product: NC=1N(N=CN1)C1=NC2=C(N1CC(=O)C1=CC(=C(C=C1)C)C)C=CC=C2 (3-Amino-2-(1-[3,4-dimethylphenylcarbonylmethyl]benzimidazol-2-yl)-1,2,4-triazole). As a reaction SMILES: [NH2:1][C:2]1[N:3]([C:7]2[NH:11][C:10]3[CH:12]=[CH:13][CH:14]=[CH:15][C:9]=3[N:8]=2)[N:4]=[CH:5][N:6]=1.[CH3:16][C:17]1[CH:18]=[C:19]([CH:24]=[CH:25][C:26]=1[CH3:27])[C:20](=[O:23])[CH2:21]Br.C(=O)([O-])[O-].[K+].[K+]>O>[NH2:1][C:2]1[N:3]([C:7]2[N:11]([CH2:21][C:20]([C:19]3[CH:24]=[CH:25][C:26]([CH3:27])=[C:17]([CH3:16])[CH:18]=3)=[O:23])[C:10]3[CH:12]=[CH:13][CH:14]=[CH:15][C:9]=3[N:8]=2)[N:4]=[CH:5][N:6]=1 |f:2.3.4|. Reported procedure: A suspension of 3-amino-2-(1H-benzimidazol-2-yl)-1,2,4-triazole (0.15 g, 0.75 mol), 3,4-dimethyl phenacyl bromide (0.204 g, 0.9 mmol) and dry potassium carbonate (0.258 g, 1.87 mmol) is stirred at room temperature for 16 hours. The mixture is diluted with water and the product extracted with ethyl acetate. The product is purified by chromatography on silicagel. M.p. 190-193° C., 1H-NMR (400 MHz, d6-DMSO): 7.84 (m, 1H); 7.77 (m, 3H); 7.65 (m, 2H); 7.50 (s, 1H); 7.33 (d, 1H); 6.22 (s, 2H); 2.30 (s...